This data is from the Open Reaction Database (ORD), a public repository of structured organic reaction records. The task is: describe an organic reaction: reactants, conditions, products, and yield The reactants are C1(C=2C(C(N1)=O)=CC=CC2)=O.[K] (potassium phthalimide), C(C)(=O)OCC (ethyl acetate), C(O)([O-])=O.[Na+] (sodium hydrogen carbonate), C1(C=2C(C(N1)=O)=CC=CC2)=O (phthalimide). The solvent is CN(C=O)C (N,N-dimethylformamide). Reaction conditions: temperature 100 celsius, time 4 hour. The product is C1(=CC=CC=C1)CCCN1CC2=CC=C(C=C2C1)CN1C(C=2C(C1=O)=CC=CC2)=O (N-[2-(3-phenylpropan-1-yl)-2,3-dihydro-1H-isoindol-5-ylmethyl]phthalimide). As a reaction SMILES: [C:1]1(=O)[NH:5][C:4](=O)[C:3]2=[CH:7][CH:8]=[CH:9][CH:10]=[C:2]12.[K].[C:13](=[O:16])([O-])O.[Na+].[C:18]1(=O)[NH:22][C:21](=[O:23])[C:20]2=[CH:24][CH:25]=[CH:26][CH:27]=[C:19]12.C(O[CH2:33][CH3:34])(=O)C>CN(C)C=O>[C:2]1([CH2:1][CH2:33][CH2:34][N:5]2[CH2:4][C:3]3[C:2](=[CH:10][CH:9]=[C:8]([CH2:18][N:22]4[C:21](=[O:23])[C:20]5=[CH:24][CH:25]=[CH:26][CH:27]=[C:19]5[C:13]4=[O:16])[CH:7]=3)[CH2:1]2)[CH:3]=[CH:7][CH:8]=[CH:9][CH:10]=1 |f:0.1,2.3,^1:11|. Procedure details: To a solution of 1.835 g (6.863 mM) of 2-(3-phenylpropan-1-yl)-2,3-dihydro-1H-isoindol-5-ylmethanol and 1.43 ml (10.3 mM) of triethylamine in 50 ml of tetrahydrofuran was added 0.64 ml (8.24 mM) of methanesulfonyl chloride dropwise with ice-cooling and the mixture was stirred at 0° C. for 0.5 hour. This reaction mixture was poured in aqueous solution of sodium hydrogen carbonate and extracted with 3 portions of diethyl ether. The pooled organic layer was dried over MgSO4 and the solvent was dist...